From a dataset of the Open Reaction Database (ORD), a public repository of structured organic reaction records. describe an organic reaction: reactants, conditions, products, and yield The reactants are C(C)(C)(C)OC(=O)[C@@H](CCCC1=CC=CC=C1)[C@H](C(=O)NN1C(NC2(C1=O)CCN(CC2)C(=O)OCC2=CC=CC=C2)=O)CC(C)C (benzyl 3-[2(R)-[1(S)-(tert-butoxycarbonyl)-4-phenylbutyl]-4-methylvaleramido]-2,4-dioxo-1,3,8-triazaspiro[4.5]decane-8-carboxylate), [H][H] (hydrogen). Reagents/catalysts: [Pd] (palladium-on-charcoal). The solvent is CO (methanol). Yields the product C(C)(C)(C)OC(=O)[C@@H](CCCC1=CC=CC=C1)[C@H](C(=O)NN1C(NC2(C1=O)CCNCC2)=O)CC(C)C (2(R)-[1(S)-(tert-butoxycarbonyl)-4-phenylbutyl]-4-methyl-N-[2,4-dioxo-1,3,8-triazaspiro[4.5]decan-3-yl]valeramide). The yield is 101.1%. As a reaction SMILES: [C:1]([O:5][C:6]([C@H:8]([C@@H:18]([CH2:44][CH:45]([CH3:47])[CH3:46])[C:19]([NH:21][N:22]1[C:26](=[O:27])[C:25]2([CH2:32][CH2:31][N:30](C(OCC3C=CC=CC=3)=O)[CH2:29][CH2:28]2)[NH:24][C:23]1=[O:43])=[O:20])[CH2:9][CH2:10][CH2:11][C:12]1[CH:17]=[CH:16][CH:15]=[CH:14][CH:13]=1)=[O:7])([CH3:4])([CH3:3])[CH3:2].[H][H]>CO.[Pd]>[C:1]([O:5][C:6]([C@H:8]([C@@H:18]([CH2:44][CH:45]([CH3:47])[CH3:46])[C:19]([NH:21][N:22]1[C:26](=[O:27])[C:25]2([CH2:32][CH2:31][NH:30][CH2:29][CH2:28]2)[NH:24][C:23]1=[O:43])=[O:20])[CH2:9][CH2:10][CH2:11][C:12]1[CH:17]=[CH:16][CH:15]=[CH:14][CH:13]=1)=[O:7])([CH3:4])([CH3:3])[CH3:2]. Reported procedure: A solution of 1.01 g of benzyl 3-[2(R)-[1(S)-(tert-butoxycarbonyl)-4-phenylbutyl]-4-methylvaleramido]-2,4-dioxo-1,3,8-triazaspiro[4.5]decane-8-carboxylate in 15 ml of methanol was treated with 0.432 g of 10% palladium-on-charcoal catalyst. The mixture was shaken in a hydrogen atmosphere for 18 hours. The catalyst was filtered off and the methanol evaporated. The residue was triturated with ether and there was obtained 0.81 g of 2(R)-[1(S)-(tert-butoxycarbonyl)-4-phenylbutyl]-4-methyl-N-[2,4-diox...